This data is from the Open Reaction Database (ORD), a public repository of structured organic reaction records. The task is: describe an organic reaction: reactants, conditions, products, and yield Starting materials: ClC1=C(C(=NC(=N1)N)N[C@@H]1CCOC2=C(C=CC=C12)F)N ((R)-6-chloro-N4-(8-fluorochroman-4-yl)pyrimidine-2,4,5-triamine), C(=O)(Cl)Cl (phosgene), solution, C(=O)(Cl)Cl (phosgene). The solvent is C1CCOC1 (THF), C1CCOC1 (THF), C1(=CC=CC=C1)C (toluene), C1CCOC1 (THF). Yields the product NC1=NC(=C2NC(N(C2=N1)[C@@H]1CCOC2=C(C=CC=C12)F)=O)Cl ((R)-2-amino-6-chloro-9-(8-fluorochroman-4-yl)-7H-purin-8(9H)-one). Isolated yield 80.0%. Reaction SMILES: [Cl:1][C:2]1[N:7]=[C:6]([NH2:8])[N:5]=[C:4]([NH:9][C@H:10]2[C:19]3[C:14](=[C:15]([F:20])[CH:16]=[CH:17][CH:18]=3)[O:13][CH2:12][CH2:11]2)[C:3]=1[NH2:21].[C:22](Cl)(Cl)=[O:23]>C1COCC1.C1(C)C=CC=CC=1>[NH2:8][C:6]1[N:5]=[C:4]2[C:3]([NH:21][C:22](=[O:23])[N:9]2[C@H:10]2[C:19]3[C:14](=[C:15]([F:20])[CH:16]=[CH:17][CH:18]=3)[O:13][CH2:12][CH2:11]2)=[C:2]([Cl:1])[N:7]=1. Reported procedure: To a solution of (R)-6-chloro-N4-(8-fluorochroman-4-yl)pyrimidine-2,4,5-triamine (0.9 g, 2.91 mmol) in 900 mL of anhydrous THF at −78° C. under Ar was added dropwise, over 20 min, a solution of phosgene in THF (2.6 mL of a 20% solution of phosgene in toluene, 4.94 mmol, 1.7 equiv., diluted with 26 mL of anhydrous THF). The reaction mixture was left to gradually warm up to room temperature over 16 h. It was purged with air for 30 min. The solvent was then removed in vacuo, and the residue was tak... Reactants: NCC=1C=CC2=C(NC3=C(S2)N=CC=N3)C1 (8-aminomethyl-10H-pyrazino[2,3-b][1,4]-benzothiazine), CNC(=C[N+](=O)[O-])SC (N-methyl-1-methylthio-2-nitro-1-ethenamine). The solvent is O1CCCC1 (tetrahydrofuran), O (water). Run at temperature 60 celsius, time 8 hour. Yields the product N1=CC=NC=2SC3=C(NC21)C=C(C=C3)CNC(=C[N+](=O)[O-])NC (N-(10H-Pyrazino[2,3-b][1,4]benzothiazin-8-ylmethyl)-N′-methyl-2-nitro-1,1-ethenediamine). Yield: 13.9%. As a reaction SMILES: [NH2:1][CH2:2][C:3]1[CH:4]=[CH:5][C:6]2[S:11][C:10]3[N:12]=[CH:13][CH:14]=[N:15][C:9]=3[NH:8][C:7]=2[CH:16]=1.[CH3:17][NH:18][C:19](SC)=[CH:20][N+:21]([O-:23])=[O:22]>O1CCCC1.O>[N:15]1[C:9]2[NH:8][C:7]3[CH:16]=[C:3]([CH2:2][NH:1][C:19]([NH:18][CH3:17])=[CH:20][N+:21]([O-:23])=[O:22])[CH:4]=[CH:5][C:6]=3[S:11][C:10]=2[N:12]=[CH:13][CH:14]=1. Procedure: 0.7 g of 8-aminomethyl-10H-pyrazino[2,3-b][1,4]-benzothiazine and 1.35 g of N-methyl-1-methylthio-2-nitro-1-ethenamine were dissolved in a solvent mixture of tetrahydrofuran (50 ml) with water (3 ml) and stirred at 60° C. for 8 hours. After filtering off the insoluble matters, the filtrate was concentrated under reduced pressure. The residue was purified by silica gel column chromatography (eluted with methanol/dichloromethane) to thereby give 0.14 g of the title compound as yellow crystals. Reactants: ClC1=NC=C(C=C1)[N+](=O)[O-] (2-chloro-5-nitropyridine), NCCO (2-aminoethanol). The product is NC=1C=CC(=NC1)NCCO (2-(5-aminopyridin-2-ylamino)ethanol). Yield: 64.4%. As a reaction SMILES: Cl[C:2]1[CH:7]=[CH:6][C:5]([N+:8]([O-])=O)=[CH:4][N:3]=1.[NH2:11][CH2:12][CH2:13][OH:14]>>[NH2:8][C:5]1[CH:6]=[CH:7][C:2]([NH:11][CH2:12][CH2:13][OH:14])=[N:3][CH:4]=1. Procedure: Following General procedure H, 2-chloro-5-nitropyridine (500 mg, 3.1 mmol) was reacted with 2-aminoethanol (213 mg, 3.5 mmol) followed by reduction to afford the desired product (306 mg, 65%) as a purple solid: ESI MS m/z 154 [C7H11N3O+H]+. Starting materials: O.O.O.O.O.O.O.O.O.O.S(=O)(=O)([O-])[O-].[Na+].[Na+] (sodium sulphate decahydrate), COC1=C(C=C(N)C=C1)C (4-methoxy-3-methylaniline), Cl (hydrochloric acid), ClC(C(O)O)(Cl)Cl (chloral hydrate), S(=O)(=O)([O-])[O-].[Na+].[Na+] (sodium sulphate), Cl.NO (hydroxylamine hydrochloride). Solvent: O (water), O (water), O (water), O (water). Run at time 5 minute. Yields the product COC1=C(C=C(C=C1)NC(C=NO)=O)C (N-(4-methoxy-3-methylphenyl)-2-hydroxyiminoacetamide). RXN SMILES: Cl[C:2](Cl)(Cl)[CH:3]([OH:5])O.S([O-])([O-])(=O)=O.[Na+].[Na+].[OH2:15].O.O.O.O.O.O.O.O.O.S([O-])([O-])(=O)=O.[Na+].[Na+].[CH3:32][O:33][C:34]1[CH:40]=[CH:39][C:37]([NH2:38])=[CH:36][C:35]=1[CH3:41].Cl.Cl.[NH2:44]O>O>[CH3:32][O:33][C:34]1[CH:40]=[CH:39][C:37]([NH:38][C:3](=[O:5])[CH:2]=[N:44][OH:15])=[CH:36][C:35]=1[CH3:41] |f:1.2.3,4.5.6.7.8.9.10.11.12.13.14.15.16,19.20|. Reported procedure: To a stirred solution of chloral hydrate (123.5 g) in water (1650 ml) was added a solution of anhydrous sodium sulphate (500 g) in water (640 ml) followed by sodium sulphate decahydrate (644 g). A solution of 4-methoxy-3-methylaniline (94 g) in a mixture of concentrated hydrochloric acid (59 ml) and water (400 ml) was then added, followed by a solution of hydroxylamine hydrochloride (151 g) in water (690 ml). The mixture was boiled for 5 minutes and then left at room temperatue overnight. The so... Starting materials: COc1ccccc1COCCCOc1ccc(C2C(O)CN(C(=O)OC(C)(C)C)CC2COC(c2ccccc2)(c2ccccc2)c2ccccc2)cc1, CN(C)C=O, COc1cc(CCl)cc2ccccc12, [H-], [Na+]. Yields the product COc1ccccc1COCCCOc1ccc(C2C(COC(c3ccccc3)(c3ccccc3)c3ccccc3)CN(C(=O)OC(C)(C)C)CC2OCc2cc(OC)c3ccccc3c2)cc1. As a reaction SMILES: [C:1]([CH3:2])([CH3:3])([CH3:4])[O:5][C:6](=[O:7])[N:8]1[CH2:9][CH:10]([OH:55])[CH:11]([c:35]2[cH:36][cH:37][c:38]([O:41][CH2:42][CH2:43][CH2:44][O:45][CH2:46][c:47]3[c:48]([O:53][CH3:54])[cH:49][cH:50][cH:51][cH:52]3)[cH:39][cH:40]2)[CH:12]([CH2:14][O:15][C:16]([c:17]2[cH:18][cH:19][cH:20][cH:21][cH:22]2)([c:23]2[cH:24][cH:25][cH:26][cH:27][cH:28]2)[c:29]2[cH:30][cH:31][cH:32][cH:33][cH:34]2)[CH2:13]1.[CH3:72][N:73]([CH3:74])[CH:75]=[O:76].[Cl:56][CH2:57][c:58]1[cH:59][c:60]([O:68][CH3:69])[c:61]2[cH:62][cH:63][cH:64][cH:65][c:66]2[cH:67]1.[H-:70].[Na+:71]>>[C:1]([CH3:2])([CH3:3])([CH3:4])[O:5][C:6](=[O:7])[N:8]1[CH2:9][CH:10]([O:55][CH2:57][c:58]2[cH:59][c:60]([O:68][CH3:69])[c:61]3[cH:62][cH:63][cH:64][cH:65][c:66]3[cH:67]2)[CH:11]([c:35]2[cH:36][cH:37][c:38]([O:41][CH2:42][CH2:43][CH2:44][O:45][CH2:46][c:47]3[c:48]([O:53][CH3:54])[cH:49][cH:50][cH:51][cH:52]3)[cH:39][cH:40]2)[CH:12]([CH2:14][O:15][C:16]([c:17]2[cH:18][cH:19][cH:20][cH:21][cH:22]2)([c:23]2[cH:24][cH:25][cH:26][cH:27][cH:28]2)[c:29]2[cH:30][cH:31][cH:32][cH:33][cH:34]2)[CH2:13]1. The reactants are oil, [H-].[Na+] (sodium hydride), C1(=CC=CC=C1)S (Thiophenol), C1CCOC1 (THF), mesylate ester, C(C)(C)(C)OC(=O)NCC(C)O (N-tert-butoxycarbonyl-2-hydroxypropylamine), O (water). Run at time 15 minute. The product is C(C)(C)(C)OC(=O)N[C@@H](CSC1=CC=CC=C1)C ((R)- N-tertbutyloxycarbonyl-1-phenylthio-2-propylamine). Isolated yield 85.0%. Reaction SMILES: [C:1]1([SH:7])[CH:6]=[CH:5][CH:4]=[CH:3][CH:2]=1.[H-].[Na+].[C:10]([O:14][C:15]([NH:17][CH2:18][CH:19](O)C)=[O:16])([CH3:13])([CH3:12])[CH3:11].O.[CH2:23]1COCC1>>[C:10]([O:14][C:15]([NH:17][C@H:18]([CH3:19])[CH2:23][S:7][C:1]1[CH:6]=[CH:5][CH:4]=[CH:3][CH:2]=1)=[O:16])([CH3:11])([CH3:12])[CH3:13] |f:1.2|. Procedure details: Thiophenol (1.5 g, 14 mmol) was dissolved in dry THF (100 ml) and a 60% oil dispersion of sodium hydride (0.30 g, 14 mmol) was added in portions under nitrogen. After stirring for 15 min. at room temperature, the mesylate ester of N-tert-butoxycarbonyl-2-hydroxypropylamine (3.2 g, 14 mmol) was added in three portions and the reaction mixture was heated at 70° C. for 18 h. After cooling, water (30 ml) was added, the aqueous phase was separated and washed with dichloromethane (50 ml). The combined...